This data is from the Open Reaction Database (ORD), a public repository of structured organic reaction records. The task is: describe an organic reaction: reactants, conditions, products, and yield Starting materials: solution, C1(C=CC2=CC=CC=C12)[Li] (indenyl lithium), BrC[Si](C)(C)NC(C)(C)C (2-bromo-1-tertbutylamino-1,1-dimethylsilaethane). The solvent is O1CCCC1 (tetrahydrofurane). The product is C(C)(C)(C)N[Si](CC1C=CC2=CC=CC=C12)(C)C (1-tertbutylamino-2-(1-indenyl)-1,1-dimethylsilaethane). The yield is 29.0%. RXN SMILES: [CH:1]1([Li])[C:9]2[C:4](=[CH:5][CH:6]=[CH:7][CH:8]=2)[CH:3]=[CH:2]1.Br[CH2:12][Si:13]([NH:16][C:17]([CH3:20])([CH3:19])[CH3:18])([CH3:15])[CH3:14]>O1CCCC1>[C:17]([NH:16][Si:13]([CH3:15])([CH3:14])[CH2:12][CH:1]1[C:9]2[C:4](=[CH:5][CH:6]=[CH:7][CH:8]=2)[CH:3]=[CH:2]1)([CH3:20])([CH3:19])[CH3:18]. Procedure details: A 20 g (182 mmol) solution of indenyl lithium in tetrahydrofurane was added to a solution of 41 g (182 mmol) of 2-bromo-1-tertbutylamino-1,1-dimethylsilaethane at 0° C. After the reaction was concentrated to dryness and the residue was extracted with hexane. Finally, the solution in hexane was concentrated to the obtainment of an orange oil: 13.5 g (52 mmol, yield: 29%). 1H-NMR (CDCl3): 7.50(m,1H), 7.39(m,1H), 7.35(m,1H), 7.23(m,1H), 6.17(m,1H), 3.42(m,2H), 2.17(m,2H), 1.22(m,9H), 0.20(m,6H).